Dataset: the Open Reaction Database (ORD), a public repository of structured organic reaction records. Task: describe an organic reaction: reactants, conditions, products, and yield Starting materials: P(O)(=O)(OP(=O)(O)OP(=O)(O)O)OC[C@@H]1[C@H]([C@H]([C@@H](O1)N1C=NC=2C(N)=NC=NC12)O)O (ATP), [F-].[Na+] (NaF), [Mg+2].[Cl-].[Cl-] (MgCl2), SC[C@@H](O)[C@H](O)CS (dithio threitol), C[C@@]1(C[C@H](O)[C@@H](CO)O1)N1C(=O)NC(=O)C(C)=C1 (methyl-3H-thymidine). Yields the product deoxyribonucleoside, C(C(CO)(CO)N)O.Cl (Tris-HCl). As a reaction SMILES: [Mg+2].[Cl-:2].[Cl-].SC[C@H]([C@@H:8](CS)[OH:9])O.P(OC[C@H]1[O:30][C@@H:29](N2C3N=CN=C(N)C=3N=C2)[C@H:28](O)[C@@H:27]1[OH:42])(OP(OP(O)(O)=O)(O)=O)(=O)O.[F-].[Na+].C[C@@]1([N:54]2C=C(C)C(=O)NC2=O)O[C@H](CO)[C@@H](O)C1>>[CH2:8]([OH:9])[C:28]([NH2:54])([CH2:27][OH:42])[CH2:29][OH:30].[ClH:2] |f:0.1.2,5.6,8.9|. Procedure: The competion experiments were carried out in the following way: The standard reaction mixture contained 2.5 mM MgCl2, 10 mM dithio threitol, 1 mg/ml bovine serum albumin, 2.5 mM ATP, 10 mM NaF, 2 μM methyl-3H-thymidine, an appropriate amount of a nucleoside analog and the multisubstrate deoxyribonucleoside kinase in an amount resulting in a linear conversion of the substrate, in a total reaction mixture of 50 μl of 50 mM Tris-HCl, pH 8.0. The reaction mixture was incubated at 37° C. for 30 min,... The reactants are O=C([O-])[O-], C1COCCO1, Cn1cc(B2OC(C)(C)C(C)(C)O2)cn1, CCOC(C)=O, Clc1cc(I)cc(Cl)n1, [K+], [K+], O. Product: Cn1cc(-c2cc(Cl)nc(Cl)c2)cn1. RXN SMILES: [C:25](=[O:26])([O-:27])[O-:28].[CH2:31]1[O:32][CH2:33][CH2:34][O:35][CH2:36]1.[CH3:10][n:11]1[n:12][cH:13][c:14]([B:16]2[O:17][C:18]([CH3:19])([CH3:20])[C:21]([CH3:22])([CH3:23])[O:24]2)[cH:15]1.[CH3:37][CH2:38][O:39][C:40](=[O:41])[CH3:42].[Cl:1][c:2]1[n:3][c:4]([Cl:9])[cH:5][c:6]([I:8])[cH:7]1.[K+:29].[K+:30].[OH2:43]>>[Cl:1][c:2]1[n:3][c:4]([Cl:9])[cH:5][c:6](-[c:14]2[cH:13][n:12][n:11]([CH3:10])[cH:15]2)[cH:7]1. Starting materials: BrC=1C(=NC=C(C1)[N+](=O)[O-])F (3-Bromo-2-fluoro-5-nitropyridine), O.O.[Sn](Cl)Cl (tin(II) chloride dihydrate). Run in CO (MeOH). Yields the product NC=1C=C(C(=NC1)F)Br (5-Amino-3-bromo-2-fluoropyridine). Yield: 83.0%. RXN SMILES: [Br:1][C:2]1[C:3]([F:11])=[N:4][CH:5]=[C:6]([N+:8]([O-])=O)[CH:7]=1.O.O.[Sn](Cl)Cl>CO>[NH2:8][C:6]1[CH:7]=[C:2]([Br:1])[C:3]([F:11])=[N:4][CH:5]=1 |f:1.2.3|. Reported procedure: To a solution of 3-bromo-2-fluoro-5-nitropyridine from Step 126a above (5.0 g, 23 mmol) in MeOH (100 mL) was added tin(II) chloride dihydrate. The mixture was heated at reflux for 3 hours, then cooled to ambient temperature and concentrated in vacuo. The residue was diluted with saturated aqueous NaHCO3 and EtOAc resulting in formation of an emulsion which was filtered. The filtrate was poured into a separatory funnel and the layers were separated. The aqueous phase was extracted with EtOAc. The... Starting materials: FC(C(=O)O)(F)F.CC(COC)OC1=NC(=C2N=C(NC2=N1)OC)N (2-{[1-methyl-2-(methoxy)ethyl]oxy}-8-(methoxy)-9H-purin-6-amine trifluoroacetic acid salt), C([O-])([O-])=O.[K+].[K+] (potassium carbonate), CS(=O)(=O)OCC1CCOCC1 (Tetrahydro-2H-pyran-4-ylmethyl methanesulfonate). Solvent: C(C)(=O)OCC (ethyl acetate), CN(C=O)C (N,N-dimethylformamide). Reaction conditions: temperature 60 celsius, time 1.5 hour. Product: CC(COC)OC1=NC(=C2N=C(N(C2=N1)CC1CCOCC1)OC)N (2-{[1-Methyl-2-(methoxy)ethyl]oxy}-8-(methoxy)-9-(tetrahydro-2H-Pyran-4-ylmethyl)-9H-purin-6-amine). Isolated yield 54.3%. RXN SMILES: FC(F)(F)C(O)=O.[CH3:8][CH:9]([O:13][C:14]1[N:22]=[C:21]2[C:17]([N:18]=[C:19]([O:23][CH3:24])[NH:20]2)=[C:16]([NH2:25])[N:15]=1)[CH2:10][O:11][CH3:12].C(=O)([O-])[O-].[K+].[K+].CS(O[CH2:37][CH:38]1[CH2:43][CH2:42][O:41][CH2:40][CH2:39]1)(=O)=O>CN(C)C=O.C(OCC)(=O)C>[CH3:8][CH:9]([O:13][C:14]1[N:22]=[C:21]2[C:17]([N:18]=[C:19]([O:23][CH3:24])[N:20]2[CH2:37][CH:38]2[CH2:43][CH2:42][O:41][CH2:40][CH2:39]2)=[C:16]([NH2:25])[N:15]=1)[CH2:10][O:11][CH3:12] |f:0.1,2.3.4|. Reported procedure: To a solution of 2-{[1-methyl-2-(methoxy)ethyl]oxy}-8-(methoxy)-9H-purin-6-amine trifluoroacetic acid salt (500 mg) in dry N,N-dimethylformamide (4.5 ml) at room temperature and under nitrogen was added potassium carbonate (0.75 g) in one go. The reaction was stirred at 60° C. for 1.5 hours. Tetrahydro-2H-pyran-4-ylmethyl methanesulfonate (0.29 g) was added in one go and the reaction heated at 90° C. for 3 hours. The reaction was cooled to room temperature and then diluted with ethyl acetate (20... Reactants: COC(=O)c1ccc(Oc2ccc(OC)nc2)cc1, CC#N, C[Si](C)(C)I, O. Product: COC(=O)c1ccc(Oc2ccc(O)nc2)cc1. As a reaction SMILES: [CH3:1][O:2][C:3]([c:4]1[cH:5][cH:6][c:7]([O:10][c:11]2[cH:12][n:13][c:14]([O:17][CH3:18])[cH:15][cH:16]2)[cH:8][cH:9]1)=[O:19].[CH3:25][C:26]#[N:27].[I:20][Si:21]([CH3:22])([CH3:23])[CH3:24].[OH2:28]>>[CH3:1][O:2][C:3]([c:4]1[cH:5][cH:6][c:7]([O:10][c:11]2[cH:12][n:13][c:14]([OH:17])[cH:15][cH:16]2)[cH:8][cH:9]1)=[O:19].